describe an organic reaction: reactants, conditions, products, and yield From a dataset of the Open Reaction Database (ORD), a public repository of structured organic reaction records. Procedure details: 7.0 g of t-butyl [2-(4-nitropyridine-2-carboxamido)ethyl]carbamate were stirred at room temperature with 9 ml of methylene chloride and 9 ml of trifluoroacetic acid. Thereafter, the reaction mixture was concentrated under reduced pressure. The residue was converted with hydrogen chloride in ethanol into the hydrochloride and this was recrystallized from ethanol/ether. There was obtained N-(2-aminoethyl)-4-nitropyridine-2-carboxamide hydrochloride as white crystals, m.p. 193°-194°. The reactants are [N+](=O)([O-])C1=CC(=NC=C1)C(=O)NCCNC(OC(C)(C)C)=O (t-butyl [2-(4-nitropyridine-2-carboxamido)ethyl]carbamate), FC(C(=O)O)(F)F (trifluoroacetic acid), C(Cl)Cl (methylene chloride). Yields the product Cl.NCCNC(=O)C1=NC=CC(=C1)[N+](=O)[O-] (N-(2-aminoethyl)-4-nitropyridine-2-carboxamide hydrochloride). Reaction SMILES: [N+:1]([C:4]1[CH:9]=[CH:8][N:7]=[C:6]([C:10]([NH:12][CH2:13][CH2:14][NH:15]C(=O)OC(C)(C)C)=[O:11])[CH:5]=1)([O-:3])=[O:2].FC(F)(F)C(O)=O.C(Cl)[Cl:31]>>[ClH:31].[NH2:15][CH2:14][CH2:13][NH:12][C:10]([C:6]1[CH:5]=[C:4]([N+:1]([O-:3])=[O:2])[CH:9]=[CH:8][N:7]=1)=[O:11] |f:3.4|. The reactants are Cl.C1(CC1)COC1=C(C2=C(OCO2)C=C1)C=1C2=C(N=CN1)C(=C(N2)C)C(=O)NC2CCNCC2 (4-[5-(cyclopropylmethoxy)-1,3-benzodioxol-4-yl]-6-methyl-N-piperidin-4-yl-5H-pyrrolo[3,2-d]pyrimidine-7-carboxamide hydrochloride), ClC(=O)OCC (ethyl chloroformate). The product is C1(CC1)COC1=C(C2=C(OCO2)C=C1)C=1C2=C(N=CN1)C(=C(N2)C)C(=O)NC2CCN(CC2)C(=O)OCC (Ethyl 4-[({4-[5-(cyclopropylmethoxy)-1,3-benzodioxol-4-yl]-6-methyl-5H-pyrrolo[3,2-d]pyrimidin-7-yl}carbonyl)amino]piperidine-1-carboxylate). RXN SMILES: Cl.[CH:2]1([CH2:5][O:6][C:7]2[CH:15]=[CH:14][C:10]3[O:11][CH2:12][O:13][C:9]=3[C:8]=2[C:16]2[C:17]3[NH:24][C:23]([CH3:25])=[C:22]([C:26]([NH:28][CH:29]4[CH2:34][CH2:33][NH:32][CH2:31][CH2:30]4)=[O:27])[C:18]=3[N:19]=[CH:20][N:21]=2)[CH2:4][CH2:3]1.Cl[C:36]([O:38][CH2:39][CH3:40])=[O:37]>>[CH:2]1([CH2:5][O:6][C:7]2[CH:15]=[CH:14][C:10]3[O:11][CH2:12][O:13][C:9]=3[C:8]=2[C:16]2[C:17]3[NH:24][C:23]([CH3:25])=[C:22]([C:26]([NH:28][CH:29]4[CH2:30][CH2:31][N:32]([C:36]([O:38][CH2:39][CH3:40])=[O:37])[CH2:33][CH2:34]4)=[O:27])[C:18]=3[N:19]=[CH:20][N:21]=2)[CH2:4][CH2:3]1 |f:0.1|. Procedure details: Starting from 4-[5-(cyclopropylmethoxy)-1,3-benzodioxol-4-yl]-6-methyl-N-piperidin-4-yl-5H-pyrrolo[3,2-d]pyrimidine-7-carboxamide hydrochloride (example D.f1) and commercially available ethyl chloroformate the title compound is obtained as colorless solid. Reactants: CS(C)=O, CCOC(C)=O, COC(=O)c1ccc(F)cc1, [K+], [K+], NC1CCNC1, O=C([O-])[O-], O. Yields the product COC(=O)c1ccc(N2CCC(N)C2)cc1. Reaction SMILES: [CH3:24][S:25]([CH3:26])=[O:27].[CH3:28][CH2:29][O:30][C:31]([CH3:32])=[O:33].[F:13][c:14]1[cH:15][cH:16][c:17]([C:18](=[O:19])[O:20][CH3:21])[cH:22][cH:23]1.[K+:1].[K+:2].[NH:7]1[CH2:8][CH:9]([NH2:12])[CH2:10][CH2:11]1.[O-:3][C:4]([O-:5])=[O:6].[OH2:34]>>[N:7]1([c:14]2[cH:15][cH:16][c:17]([C:18](=[O:19])[O:20][CH3:21])[cH:22][cH:23]2)[CH2:8][CH:9]([NH2:12])[CH2:10][CH2:11]1. Starting materials: C([O-])(O)=O.[Na+] (sodium bicarbonate), S1(=O)(=O)CCCC1 (sulfolane), CC(=O)OCC1=C(N2[C@@H]([C@@H](C2=O)N)SC1)C(=O)O (7-ACA), [Sb](Cl)(Cl)(Cl)(Cl)Cl (antimony pentachloride), Cl (hydrochloric acid). Reagents/catalysts: [Cl-].[Zn+2].[Cl-] (zinc chloride). Run in O (water), CO (methanol). Run at temperature 50 celsius. The product is desired product, NC1[C@@H]2N(C(=C(CS2)COC)C(=O)O)C1=O (7-amino-3-methoxymethyl-3-cephem-4-carboxylic acid). Reaction SMILES: S1(CCCC1)(=O)=O.C[C:9]([O:11][CH2:12][C:13]1[CH2:22][S:21][C@@H:16]2[C@H:17]([NH2:20])[C:18](=[O:19])[N:15]2[C:14]=1[C:23]([OH:25])=[O:24])=O.[Sb](Cl)(Cl)(Cl)(Cl)Cl.C(=O)(O)[O-].[Na+].Cl>[Cl-].[Zn+2].[Cl-].O.CO>[NH2:20][CH:17]1[C:18](=[O:19])[N:15]2[C:14]([C:23]([OH:25])=[O:24])=[C:13]([CH2:12][O:11][CH3:9])[CH2:22][S:21][C@H:16]12 |f:3.4,6.7.8|. Procedure details: To 13 ml of sulfolane were added 2.72 g of 7-ACA, 3.5 g of methanol, 8.0 g of zinc chloride and 2.9 g of antimony pentachloride. The mixture was heated at 50° C. for 80 min while stirring to advance a reaction. After completion of the reaction, the reaction mixture was cooled to 5° C. To the reaction mixture was added 150 ml of water. Then, the mixture was adjusted to pH 7.5 with sodium bicarbonate at a temperature of from 0° C. to 5° C. The resulting precipitate was filtered off, and then washe... Reactants: CC1=C(C(=O)O)C(c2ccc(Cl)cc2F)CC(=O)N1, Nc1ccc2[nH]nc(Cl)c2c1, CN(C)C=O. Product: CC1=C(C(=O)Nc2ccc3[nH]nc(Cl)c3c2)C(c2ccc(Cl)cc2F)CC(=O)N1. RXN SMILES: [Cl:1][c:2]1[cH:3][c:4]([F:19])[c:5]([CH:8]2[C:9]([C:16](=[O:17])[OH:18])=[C:10]([CH3:15])[NH:11][C:12](=[O:14])[CH2:13]2)[cH:6][cH:7]1.[Cl:20][c:21]1[n:22][nH:23][c:24]2[cH:25][cH:26][c:27]([NH2:30])[cH:28][c:29]12.[O:31]=[CH:32][N:33]([CH3:34])[CH3:35]>>[Cl:1][c:2]1[cH:3][c:4]([F:19])[c:5]([CH:8]2[C:9]([C:16](=[O:18])[NH:30][c:27]3[cH:26][cH:25][c:24]4[nH:23][n:22][c:21]([Cl:20])[c:29]4[cH:28]3)=[C:10]([CH3:15])[NH:11][C:12](=[O:14])[CH2:13]2)[cH:6][cH:7]1.